describe an organic reaction: reactants, conditions, products, and yield From a dataset of the Open Reaction Database (ORD), a public repository of structured organic reaction records. Reactants: [Br-], ClCCl, COS(=O)(=O)OC, CCCC[N+](CCCC)(CCCC)CCCC, [K+], Nc1ccccc1C(=NO)c1ccccc1, C1CCOC1, [OH-]. The product is CON=C(c1ccccc1)c1ccccc1N. Reaction SMILES: [Br-:31].[CH2:49]([Cl:50])[Cl:51].[CH3:19][O:20][S:21]([O:22][CH3:23])(=[O:24])=[O:25].[CH3:32][CH2:33][CH2:34][CH2:35][N+:36]([CH2:37][CH2:38][CH2:39][CH3:40])([CH2:41][CH2:42][CH2:43][CH3:44])[CH2:45][CH2:46][CH2:47][CH3:48].[K+:18].[NH2:1][c:2]1[c:3]([C:4]([c:5]2[cH:6][cH:7][cH:8][cH:9][cH:10]2)=[N:11][OH:12])[cH:13][cH:14][cH:15][cH:16]1.[O:26]1[CH2:27][CH2:28][CH2:29][CH2:30]1.[OH-:17]>>[NH2:1][c:2]1[c:3]([C:4]([c:5]2[cH:6][cH:7][cH:8][cH:9][cH:10]2)=[N:11][O:12][CH3:19])[cH:13][cH:14][cH:15][cH:16]1. As a reaction SMILES: [NH2:1][C:2]1N(C2C=CC=CC=2OC)[N:5]=[CH:4][C:3]=1[C:15]#N.[F:17][C:18]1([F:26])[CH2:23][CH2:22][CH:21]([NH:24][NH2:25])[CH2:20][CH2:19]1>>[NH2:5][C:4]1[N:24]([CH:21]2[CH2:22][CH2:23][C:18]([F:26])([F:17])[CH2:19][CH2:20]2)[N:25]=[CH:15][C:3]=1[C:2]#[N:1]. Starting materials: NC1=C(C=NN1C1=C(C=CC=C1)OC)C#N (5-amino-1-(2-methoxyphenyl)-1H-pyrazole-4-carbonitrile), FC1(CCC(CC1)NN)F (1-(4,4-difluorocyclohexyl)hydrazine). Yields the product NC1=C(C=NN1C1CCC(CC1)(F)F)C#N (5-amino-1-(4,4-difluorocyclohexyl)-1H-pyrazole-4-carbonitrile). Procedure details: Following the procedure for the preparation of 5-amino-1-(2-methoxyphenyl)-1H-pyrazole-4-carbonitrile but substituting 1-(4,4-difluorocyclohexyl)hydrazine provided the title compound. 400 MHz 1H NMR (CDCl3) δ 7.5 (m, 1H), 3.90 (m, 1H), 2.40-1.00 (m, 8H). Product: C(C)(=O)O[C@@H]1C=C(O[C@@H]([C@H]1O)COC(C)(C)C)[SiH](C)C (3-O-acetyl-6-O-tert.-butyldimethylsilyl-glucal). Procedure details: 1.0 g (4 mmol) of 6-O-tert.butyldimethylsilyl-glucal in 5-10 ml of vinyl acetate is stirred with 1.0 g of lipase from Pseudomonas spec. at room temperature for 3-4 hours. Filtration, concentration and chromatography (SiO2, ether/hexane 1:3) yields the desired 3-O-acetyl-6-O-tert.-butyldimethylsilyl-glucal in approximately 85% yield (0.98-1.0 g). Starting materials: C(C)(C)(C)OC[C@@H]1[C@H]([C@@H](C=C(O1)[SiH](C)C)O)O (6-O-tert.butyldimethylsilyl-glucal), C(C)(=O)OC=C (vinyl acetate). Reaction conditions: time 3.5 hour. Yield: 85.0%. RXN SMILES: [C:1]([O:5][CH2:6][C@H:7]1[O:12][C:11]([SiH:13]([CH3:15])[CH3:14])=[CH:10][C@@H:9]([OH:16])[C@@H:8]1[OH:17])([CH3:4])([CH3:3])[CH3:2].[C:18](OC=C)(=[O:20])[CH3:19]>>[C:18]([O:16][C@H:9]1[C@H:8]([OH:17])[C@@H:7]([CH2:6][O:5][C:1]([CH3:4])([CH3:2])[CH3:3])[O:12][C:11]([SiH:13]([CH3:14])[CH3:15])=[CH:10]1)(=[O:20])[CH3:19]. Starting materials: CCN(CC)C(=O)Cl, CC(C)(C)c1cc(N)no1. Yields the product CCN(CC)C(=O)Nc1cc(C(C)(C)C)on1. RXN SMILES: [CH2:11]([CH3:12])[N:13]([C:14](=[O:15])[Cl:16])[CH2:17][CH3:18].[NH2:1][c:2]1[n:3][o:4][c:5]([C:7]([CH3:8])([CH3:9])[CH3:10])[cH:6]1>>[NH:1]([c:2]1[n:3][o:4][c:5]([C:7]([CH3:8])([CH3:9])[CH3:10])[cH:6]1)[C:14]([N:13]([CH2:11][CH3:12])[CH2:17][CH3:18])=[O:15].